The task is: describe an organic reaction: reactants, conditions, products, and yield. This data is from the Open Reaction Database (ORD), a public repository of structured organic reaction records. The product is CC(C)(C)NC1CCC(N2CCC(NC(=O)OCc3ccccc3)C2=O)C(N)C1. Reaction SMILES: [CH2:1]([c:2]1[cH:3][cH:4][cH:5][cH:6][cH:7]1)[O:8][C:9](=[O:10])[NH:11][CH:12]1[C:13](=[O:38])[N:14]([CH:17]2[CH:18]([NH:28][C:29](=[O:30])[O:31][CH2:32][CH2:33][Si:34]([CH3:35])([CH3:36])[CH3:37])[CH2:19][CH:20]([NH:23][C:24]([CH3:25])([CH3:26])[CH3:27])[CH2:21][CH2:22]2)[CH2:15][CH2:16]1.[Cl:46][CH2:47][Cl:48].[OH:39][C:40]([C:41]([F:42])([F:43])[F:44])=[O:45]>>[CH2:1]([c:2]1[cH:3][cH:4][cH:5][cH:6][cH:7]1)[O:8][C:9](=[O:10])[NH:11][CH:12]1[C:13](=[O:38])[N:14]([CH:17]2[CH:18]([NH2:28])[CH2:19][CH:20]([NH:23][C:24]([CH3:25])([CH3:26])[CH3:27])[CH2:21][CH2:22]2)[CH2:15][CH2:16]1. Starting materials: CC(C)(C)NC1CCC(N2CCC(NC(=O)OCc3ccccc3)C2=O)C(NC(=O)OCC[Si](C)(C)C)C1, ClCCl, O=C(O)C(F)(F)F. Reactants: C1(CCCCC1)P(C1=C(C=CC=C1)C1=C(C=CC=C1OC)OC)C1CCCCC1 (2-dicyclohexylphosphino-2′,6′-dimethoxybiphenyl), BrC=1C(CCC1OC)=O (2-bromo-3-methoxycyclopent-2-enone), C(C1=CC=CC=C1)OC1=CC(=C(C(=C1)C)B(O)O)C (4-benzyloxy-2,6-dimethylphenyl boronic acid), P(=O)([O-])([O-])[O-].[K+].[K+].[K+] (potassium phosphate). Reagents/catalysts: C(C)(=O)[O-].[Pd+2].C(C)(=O)[O-] (palladium (II) acetate). Run in C1(=CC=CC=C1)C (toluene). Conditions: temperature 90 celsius. Yields the product C(C1=CC=CC=C1)OC1=CC(=C(C(=C1)C)C=1C(CCC1OC)=O)C (2-(4-benzyloxy-2,6-dimethylphenyl)-3-methoxycyclopent-2-enone). Reaction SMILES: Br[C:2]1[C:3](=[O:9])[CH2:4][CH2:5][C:6]=1[O:7][CH3:8].[CH2:10]([O:17][C:18]1[CH:23]=[C:22]([CH3:24])[C:21](B(O)O)=[C:20]([CH3:28])[CH:19]=1)[C:11]1[CH:16]=[CH:15][CH:14]=[CH:13][CH:12]=1.P([O-])([O-])([O-])=O.[K+].[K+].[K+].C1(P(C2CCCCC2)C2C=CC=CC=2C2C(OC)=CC=CC=2OC)CCCCC1>C1(C)C=CC=CC=1.C([O-])(=O)C.[Pd+2].C([O-])(=O)C>[CH2:10]([O:17][C:18]1[CH:23]=[C:22]([CH3:24])[C:21]([C:2]2[C:3](=[O:9])[CH2:4][CH2:5][C:6]=2[O:7][CH3:8])=[C:20]([CH3:28])[CH:19]=1)[C:11]1[CH:16]=[CH:15][CH:14]=[CH:13][CH:12]=1 |f:2.3.4.5,8.9.10|. Procedure: To a suspension of 2-bromo-3-methoxycyclopent-2-enone (5.00 g, 26.0 mmol), 4-benzyloxy-2,6-dimethylphenyl boronic acid (7.20 g, 28 mmol) (described in EP1726580) and potassium phosphate (9.55 g, 45 mmol) in degassed toluene (125 ml) is added palladium (II) acetate (0.135 g, 0.6 mmol) and 2-dicyclohexylphosphino-2′,6′-dimethoxybiphenyl (0.492 g, 1.2 mmol). The reaction mixture is then heated at 90° C. under a nitrogen atmosphere for 4 hours, then allowed to cool to room temperature. After partiti... Reactants: P(Cl)(Cl)Cl (phosphorus trichloride), ClC1=CC=C(C=[N+]1[O-])CN1CCN(CC1)C (1-[(6-chloro-1-oxidopyridin-3-yl)methyl]-4-methylpiperazine), O=C1NC2=CC(=CC=C2C1)C#N (2-oxoindoline-6-carbonitrile), C[Si](C)(C)[N-][Si](C)(C)C.[Na+] (sodium bis(trimethylsilyl)amide). Run in O1CCCC1 (tetrahydrofuran). Run at time 5 minute. Product: Cl.OC=1NC2=CC(=CC=C2C1C1=NC=C(C=C1)CN1CCN(CC1)C)C#N (2-Hydroxy-3-{5-[(4-methylpiperazin-1-yl)methyl]pyridin-2-yl}-1H-indole-6-carbonitrile hydrochloride). Isolated yield 10.9%. RXN SMILES: [Cl:1][C:2]1[N+:7]([O-])=[CH:6][C:5]([CH2:9][N:10]2[CH2:15][CH2:14][N:13]([CH3:16])[CH2:12][CH2:11]2)=[CH:4][CH:3]=1.[O:17]=[C:18]1[CH2:26][C:25]2[C:20](=[CH:21][C:22]([C:27]#[N:28])=[CH:23][CH:24]=2)[NH:19]1.C[Si]([N-][Si](C)(C)C)(C)C.[Na+].P(Cl)(Cl)Cl>O1CCCC1>[ClH:1].[OH:17][C:18]1[NH:19][C:20]2[C:25]([C:26]=1[C:2]1[CH:3]=[CH:4][C:5]([CH2:9][N:10]3[CH2:15][CH2:14][N:13]([CH3:16])[CH2:12][CH2:11]3)=[CH:6][N:7]=1)=[CH:24][CH:23]=[C:22]([C:27]#[N:28])[CH:21]=2 |f:2.3,6.7|. Procedure details: To a suspension of 1-[(6-chloro-1-oxidopyridin-3-yl)methyl]-4-methylpiperazine (0.145 g, 0.60 mmol) and 2-oxoindoline-6-carbonitrile (0.100 g, 0.63 mmol) in tetrahydrofuran (3 mL), was added sodium bis(trimethylsilyl)amide (1.4 mL, 1.4 mmol). The mixture was stirred for 5 min at room temperature and then heated in a microwave oven at 110° C. for 10 min. The mixture was quenched with methanol (2 mL) followed by evaporation to dryness. The dry product mixture was dissolved in ethyl acetate/acetoni... Reactants: CCCN1CCN(c2ccc(N)c(OCC)c2)CC1, C[O-], CC(C)O, COc1ccc(-c2nc3ccccn3c2-c2ccnc(Cl)n2)cc1C(=O)Nc1c(F)cccc1F, [Na+], Cc1ccc(S(=O)(=O)O)cc1. The product is CCCN1CCN(c2ccc(Nc3nccc(-c4c(-c5ccc(OC)c(C(=O)Nc6c(F)cccc6F)c5)nc5ccccn45)n3)c(OCC)c2)CC1. Reaction SMILES: [CH2:36]([CH3:37])[O:38][c:39]1[c:40]([NH2:41])[cH:42][cH:43][c:44]([N:46]2[CH2:47][CH2:48][N:49]([CH2:52][CH2:53][CH3:54])[CH2:50][CH2:51]2)[cH:45]1.[CH3:66][O-:67].[CH:69]([OH:70])([CH3:71])[CH3:72].[Cl:1][c:2]1[n:3][cH:4][cH:5][c:6](-[c:8]2[c:9](-[c:17]3[cH:18][cH:19][c:20]([O:34][CH3:35])[c:21]([C:22](=[O:23])[NH:24][c:25]4[c:26]([F:32])[cH:27][cH:28][cH:29][c:30]4[F:31])[cH:33]3)[n:10][c:11]3[n:12]2[cH:13][cH:14][cH:15][cH:16]3)[n:7]1.[Na+:68].[c:55]1([CH3:56])[cH:57][cH:58][c:59]([S:60]([OH:61])(=[O:62])=[O:63])[cH:64][cH:65]1>>[c:2]1([NH:41][c:40]2[c:39]([O:38][CH2:36][CH3:37])[cH:45][c:44]([N:46]3[CH2:47][CH2:48][N:49]([CH2:52][CH2:53][CH3:54])[CH2:50][CH2:51]3)[cH:43][cH:42]2)[n:3][cH:4][cH:5][c:6](-[c:8]2[c:9](-[c:17]3[cH:18][cH:19][c:20]([O:34][CH3:35])[c:21]([C:22](=[O:23])[NH:24][c:25]4[c:26]([F:32])[cH:27][cH:28][cH:29][c:30]4[F:31])[cH:33]3)[n:10][c:11]3[n:12]2[cH:13][cH:14][cH:15][cH:16]3)[n:7]1. Starting materials: C1(=CC=CC=C1)CCCCCCCCCC(=O)O (10-phenyldecanoic acid), Cl.Cl.C(C1=CC=CC=C1)OC(C[C@H](CN(C)C)N)=O ((R)-3-amino-4-dimethylamino-butyric acid benzyl ester dihydrochloride). The product is C(C1=CC=CC=C1)OC(C[C@H](CN(C)C)NC(CCCCCCCCCC1=CC=CC=C1)=O)=O ((R)-4-dimethylamino-3-(10-phenyl-decanoylamino)-butyric acid benzyl ester). As a reaction SMILES: [C:1]1([CH2:7][CH2:8][CH2:9][CH2:10][CH2:11][CH2:12][CH2:13][CH2:14][CH2:15][C:16]([OH:18])=O)[CH:6]=[CH:5][CH:4]=[CH:3][CH:2]=1.Cl.Cl.[CH2:21]([O:28][C:29](=[O:37])[CH2:30][C@@H:31]([NH2:36])[CH2:32][N:33]([CH3:35])[CH3:34])[C:22]1[CH:27]=[CH:26][CH:25]=[CH:24][CH:23]=1>>[CH2:21]([O:28][C:29](=[O:37])[CH2:30][C@@H:31]([NH:36][C:16](=[O:18])[CH2:15][CH2:14][CH2:13][CH2:12][CH2:11][CH2:10][CH2:9][CH2:8][CH2:7][C:1]1[CH:2]=[CH:3][CH:4]=[CH:5][CH:6]=1)[CH2:32][N:33]([CH3:34])[CH3:35])[C:22]1[CH:27]=[CH:26][CH:25]=[CH:24][CH:23]=1 |f:1.2.3|. Procedure: The title compound, m/e=377.3 ([M+H]+), was produced in analogy with intermediate 1, steps 3 and 4. Thus, commercially available 10-phenyldecanoic acid was coupled in step 3 with (R)-3-amino-4-dimethylamino-butyric acid benzyl ester dihydrochloride to produce (R)-4-dimethylamino-3-(10-phenyl-decanoylamino)-butyric acid benzyl ester, which was hydrogenated in step 4. As a reaction SMILES: [CH3:1][O:2][C:3]1[C:4]([CH:20]([OH:25])[C:21]([F:24])([F:23])[F:22])=[C:5]2[C:9](=[C:10]([CH3:12])[CH:11]=1)[N:8]([C:13]([O:15][C:16]([CH3:19])([CH3:18])[CH3:17])=[O:14])[CH:7]=[CH:6]2.CC(OI1(OC(C)=O)(OC(C)=O)OC(=O)C2C=CC=CC1=2)=O>C(Cl)Cl>[CH3:1][O:2][C:3]1[C:4]([C:20](=[O:25])[C:21]([F:24])([F:23])[F:22])=[C:5]2[C:9](=[C:10]([CH3:12])[CH:11]=1)[N:8]([C:13]([O:15][C:16]([CH3:19])([CH3:18])[CH3:17])=[O:14])[CH:7]=[CH:6]2. Reported procedure: To a solution of (±)-tert-butyl 5-methoxy-7-methyl-4-(2,2,2-trifluoro-1-hydroxyethyl)-1H-indole-1-carboxylate (0.46 g, 1.28 mmol) in DCM (13 mL), Dess-Martin periodinane (0.814 g, 1.920 mmol) was added, and the reaction was stirred at room temperature. After 10 minutes the reaction mixture was quenched with aq. NaHCO3 and aq. sodium thiosulfate. The layers were separated and the aqueous layer was extracted with DCM. The combined organic extracts were dried over MgSO4, filtered and concentrated. ... Yields the product COC=1C(=C2C=CN(C2=C(C1)C)C(=O)OC(C)(C)C)C(C(F)(F)F)=O (tert-Butyl 5-methoxy-7-methyl-4-(2,2,2-trifluoroacetyl)-1H-indole-1-carboxylate). Run in C(Cl)Cl (DCM). The reactants are COC=1C(=C2C=CN(C2=C(C1)C)C(=O)OC(C)(C)C)C(C(F)(F)F)O ((±)-tert-butyl 5-methoxy-7-methyl-4-(2,2,2-trifluoro-1-hydroxyethyl)-1H-indole-1-carboxylate), CC(=O)OI1(C=2C=CC=CC2C(=O)O1)(OC(=O)C)OC(=O)C (Dess-Martin periodinane). Reactants: ClCCl, O=C(O)C(F)(F)F, CC(C)(C)OC(=O)N1CCN(Cc2ccon2)CC1. The product is c1cc(CN2CCNCC2)no1. Reaction SMILES: [Cl:27][CH2:28][Cl:29].[OH:20][C:21]([C:22]([F:23])([F:24])[F:25])=[O:26].[o:1]1[n:2][c:3]([CH2:6][N:7]2[CH2:8][CH2:9][N:10]([C:13]([O:14][C:15]([CH3:16])([CH3:17])[CH3:18])=[O:19])[CH2:11][CH2:12]2)[cH:4][cH:5]1>>[o:1]1[n:2][c:3]([CH2:6][N:7]2[CH2:8][CH2:9][NH:10][CH2:11][CH2:12]2)[cH:4][cH:5]1. Reactants: C[Si](C)(C)CCOCn1ccc2c(-c3cnc(Br)s3)ncnc21, ClCCl, O=C(O)C(F)(F)F. The product is Brc1ncc(-c2ncnc3[nH]ccc23)s1. Reaction SMILES: [Br:1][c:2]1[s:3][c:4](-[c:7]2[c:8]3[c:9]([n:10][cH:11][n:12]2)[n:13]([CH2:16][O:17][CH2:18][CH2:19][Si:20]([CH3:21])([CH3:22])[CH3:23])[cH:14][cH:15]3)[cH:5][n:6]1.[Cl:24][CH2:25][Cl:26].[F:27][C:28]([F:29])([F:30])[C:31]([OH:32])=[O:33]>>[Br:1][c:2]1[s:3][c:4](-[c:7]2[c:8]3[c:9]([n:10][cH:11][n:12]2)[nH:13][cH:14][cH:15]3)[cH:5][n:6]1.